This data is from the Open Reaction Database (ORD), a public repository of structured organic reaction records. The task is: describe an organic reaction: reactants, conditions, products, and yield Reactants: CN1CCN2C3C(C4=CC=CC(=C24)CC1)CCC3 (3-methyl-2,3,4,5,9,10,11,11a-octahydro-1H,8bH-cyclopenta[b][1,4]diazocino[7,8,1-hi]indole), ClC(=O)OC(C)Cl (1-chloroethyl chloroformate). Solvent: ClC(C)Cl (dichloroethane). Yields the product C1CNCCC=2C=CC=C3C4C(N1C23)CCC4 (2,3,4,5,9,10,11,11a-Octahydro-1H,8bH-cyclopenta[b][1,4]diazocino[7,8,1-hi]indole). Yield: 73.9%. Reaction SMILES: C[N:2]1[CH2:15][CH2:14][C:12]2=[C:13]3[C:8](=[CH:9][CH:10]=[CH:11]2)[CH:7]2[CH2:16][CH2:17][CH2:18][CH:6]2[N:5]3[CH2:4][CH2:3]1.ClC(OC(Cl)C)=O>ClC(Cl)C>[CH2:4]1[N:5]2[C:13]3[C:8]([CH:7]4[CH2:16][CH2:17][CH2:18][CH:6]42)=[CH:9][CH:10]=[CH:11][C:12]=3[CH2:14][CH2:15][NH:2][CH2:3]1. Procedure: To a solution of 3-methyl-2,3,4,5,9,10,11,11a-octahydro-1H,8bH-cyclopenta[b][1,4]diazocino[7,8,1-hi]indole (0.40 g, 1.6 mmole) in dichloroethane (80 mL) was added 1-chloroethyl chloroformate (1.2 mL, 10.8 mmole) and the solution refluxed for 24 hours under nitrogen. The reaction mixture was cooled to room temperature and the solvent removed in vacuo and replaced with methanol (200 mL) and refluxed for another 3 hours under nitrogen. The solvent was removed in vacuo and the residue purified by fl... The reactants are CCOCC, ClCc1ccc(Cl)cc1, Cl, O=S(=O)([O-])c1ccc(NCc2ccc(F)cc2)cc1, [Na+], [Na+], [OH-], O. Yields the product O=S(=O)(O)c1ccc(N(Cc2ccc(F)cc2)Cc2ccc(Cl)cc2)cc1. RXN SMILES: [CH3:34][CH2:35][O:36][CH2:37][CH3:38].[Cl:23][c:24]1[cH:25][cH:26][c:27]([CH2:28][Cl:29])[cH:30][cH:31]1.[ClH:32].[F:1][c:2]1[cH:3][cH:4][c:5]([CH2:8][NH:9][c:10]2[cH:11][cH:12][c:13]([S:16](=[O:17])(=[O:18])[O-:19])[cH:14][cH:15]2)[cH:6][cH:7]1.[Na+:20].[Na+:22].[OH-:21].[OH2:33]>>[F:1][c:2]1[cH:3][cH:4][c:5]([CH2:8][N:9]([c:10]2[cH:11][cH:12][c:13]([S:16](=[O:17])(=[O:18])[OH:19])[cH:14][cH:15]2)[CH2:28][c:27]2[cH:26][cH:25][c:24]([Cl:23])[cH:31][cH:30]2)[cH:6][cH:7]1. The reactants are C(C)(=O)Cl (Acetyl chloride), N1CCC(CC1)CCOC1=C(C=C(C=C1)C1=CC2=C(C(=N1)C#N)N=CN2)C(F)(F)F (6-(4-(2-(piperidin-4-yl)ethoxy)-3-(trifluoromethyl)phenyl)-1H-imidazo[4,5-c]pyridine-4-carbonitrile), C(C)(C)N(CC)C(C)C (diisopropylethylamine). Run in C1CCOC1 (THF). Conditions: time 18 hour. Product: C(C)(=O)N1CCC(CC1)CCOC1=C(C=C(C=C1)C1=CC2=C(C(=N1)C#N)N=CN2C)C(F)(F)F (6-(4-(2-(1-acetylpiperidine-4-yl)-ethoxy)-3-(trifluoromethyl)phenyl)-1-methyl-1H-imidazo[4,5-c]pyridine-4-carbonitrile). RXN SMILES: [C:1](Cl)(=[O:3])[CH3:2].[NH:5]1[CH2:10][CH2:9][CH:8]([CH2:11][CH2:12][O:13][C:14]2[CH:19]=[CH:18][C:17]([C:20]3[N:25]=[C:24]([C:26]#[N:27])[C:23]4[N:28]=[CH:29][NH:30][C:22]=4[CH:21]=3)=[CH:16][C:15]=2[C:31]([F:34])([F:33])[F:32])[CH2:7][CH2:6]1.[CH:35](N(C(C)C)CC)(C)C>C1COCC1>[C:1]([N:5]1[CH2:10][CH2:9][CH:8]([CH2:11][CH2:12][O:13][C:14]2[CH:19]=[CH:18][C:17]([C:20]3[N:25]=[C:24]([C:26]#[N:27])[C:23]4[N:28]=[CH:29][N:30]([CH3:35])[C:22]=4[CH:21]=3)=[CH:16][C:15]=2[C:31]([F:32])([F:34])[F:33])[CH2:7][CH2:6]1)(=[O:3])[CH3:2]. Procedure: Acetyl chloride (0.012 ml) was added dropwise to a solution of 1-methyl-(6-(4-(2-(piperidin-4-yl)ethoxy)-3-(trifluoromethyl)phenyl)-1H-imidazo[4,5-c]pyridine-4-carbonitrile (25 mg) and diisopropylethylamine (0.051 ml) in THF (2 ml). The reaction mixture was stirred at room temperature for 18 hours. The product was then purified by acidic prep HPLC to give 6-(4-(2-(1-acetylpiperidine-4-yl)-ethoxy)-3-(trifluoromethyl)phenyl)-1-methyl-1H-imidazo[4,5-c]pyridine-4-carbonitrile (7.2 mg). The reactants are COC1=CC=C(C(=O)Cl)C=C1 (p-methoxybenzoyl chloride), NCC[C@H](C(=O)O)O ((R)-4-amino-2-hydroxy-butyric acid), Cl (hydrochloric acid), [OH-].[Na+] (sodium hydroxide). The solvent is O (water). Conditions: time 70 minute. Product: COC1=CC=C(C(=O)NCC[C@H](C(=O)O)O)C=C1 ((R)-4-(p-methoxybenzoylamino)-2-hydroxy-butyric acid). RXN SMILES: [CH3:1][O:2][C:3]1[CH:11]=[CH:10][C:6]([C:7](Cl)=[O:8])=[CH:5][CH:4]=1.[NH2:12][CH2:13][CH2:14][C@@H:15]([OH:19])[C:16]([OH:18])=[O:17].[OH-].[Na+].Cl>O>[CH3:1][O:2][C:3]1[CH:11]=[CH:10][C:6]([C:7]([NH:12][CH2:13][CH2:14][C@@H:15]([OH:19])[C:16]([OH:18])=[O:17])=[O:8])=[CH:5][CH:4]=1 |f:2.3|. Procedure: 17.2 g of p-methoxybenzoyl chloride are added while stirring well to 6.0 g of (R)-4-amino-2-hydroxy-butyric acid and 150 ml of ion-free water. The mixture is then adjusted to pH 10.5 with 2 N sodium hydroxide and stirred at room temperature for 70 minutes. The clear solution is treated with ice and adjusted to pH 1.4 with 25% hydrochloric acid. The separated solid is filtered off and washed with water. The filtrate is adjusted to pH 5.5 with sodium hydroxide and concentrated in a water-jet vacuu...